Task: describe an organic reaction: reactants, conditions, products, and yield. Dataset: the Open Reaction Database (ORD), a public repository of structured organic reaction records The reactants are C(=O)(OC(C)(C)C)N1C2=CC=C(C=C2C=2C=C3C(=C(C12)OCCCBr)N(C=1C=CC(=CC13)F)C(=O)OC(C)(C)C)F (5,7-diBOC-2,10-difluoro-6-(3-bromopropoxy)indolo[2,3-b]carbazole), OC1=CNCC1 (3-hydroxypyrroline). Conditions: time 8 hour. The product is FC=1C=C2C=3C=C4C(=C(C3NC2=CC1)OCCCN1CC(CC1)O)NC=1C=CC(=CC14)F (1-(3-(2,10-difluoro-5,7-dihydroindolo[2,3-b]carbazol-6-yloxy)propyl)pyrrolidin-3-ol). The yield is 90.0%. As a reaction SMILES: C([N:8]1[C:20]2[C:19]([O:21][CH2:22][CH2:23][CH2:24]Br)=[C:18]3[N:26](C(OC(C)(C)C)=O)[C:27]4[CH:28]=[CH:29][C:30]([F:33])=[CH:31][C:32]=4[C:17]3=[CH:16][C:15]=2[C:14]2[C:9]1=[CH:10][CH:11]=[C:12]([F:41])[CH:13]=2)(OC(C)(C)C)=O.[OH:42][C:43]1[CH2:47][CH2:46][NH:45][CH:44]=1>>[F:41][C:12]1[CH:13]=[C:14]2[C:9](=[CH:10][CH:11]=1)[NH:8][C:20]1[C:19]([O:21][CH2:22][CH2:23][CH2:24][N:45]3[CH2:46][CH2:47][CH:43]([OH:42])[CH2:44]3)=[C:18]3[NH:26][C:27]4[CH:28]=[CH:29][C:30]([F:33])=[CH:31][C:32]=4[C:17]3=[CH:16][C:15]2=1. Procedure: The title compound was prepared in a manner analogous to Example 70 except the staring material is 5,7-diBOC-2,10-difluoro-6-(3-bromopropoxy)indolo[2,3-b]carbazole and the reagent is 3-hydroxypyrroline. The reaction can be completed at room temperature overnight. 1H-NMR (400 MHz, CDCl3) δ ppm 9.57 (br s, 2 H), 8.27 (s, 1 H), 7.71 (dd, J=9.2, 2.4 Hz, 2 H), 7.33 (dd, J=8.8, 4.0 Hz, 2H), 7.03 (td, J=8.8, 2.4 Hz, 2 H), 4.67-4.59 (m, 1 H), 4.40-4.26 (m, 2 H), 3.80 (t, J=5.6 Hz, 1 H), 3.15-3.00 (m, 2 ... Reactants: CCOC(=O)CP(=O)(OCC)OCC, CCO, ClCCl, Cl, [H-], [Na+], C1CCOC1, O, O=Cc1cc2c(N3CCN(CCc4ccccc4)CC3)cccc2s1. Yields the product CCOC(=O)C=Cc1cc2c(N3CCN(CCc4ccccc4)CC3)cccc2s1, Cl. Reaction SMILES: [CH3:1][CH2:2][O:3][C:4](=[O:5])[CH2:6][P:7]([O:8][CH2:9][CH3:10])([O:11][CH2:12][CH3:13])=[O:14].[CH3:48][CH2:49][OH:50].[Cl:51][CH2:52][Cl:53].[ClH:42].[H-:15].[Na+:16].[O:43]1[CH2:44][CH2:45][CH2:46][CH2:47]1.[OH2:54].[c:17]1([CH2:23][CH2:24][N:25]2[CH2:26][CH2:27][N:28]([c:31]3[cH:32][cH:33][cH:34][c:35]4[s:36][c:37]([CH:40]=[O:41])[cH:38][c:39]34)[CH2:29][CH2:30]2)[cH:18][cH:19][cH:20][cH:21][cH:22]1>>[CH3:1][CH2:2][O:3][C:4](=[O:5])[CH:6]=[CH:40][c:37]1[s:36][c:35]2[cH:34][cH:33][cH:32][c:31]([N:28]3[CH2:27][CH2:26][N:25]([CH2:24][CH2:23][c:17]4[cH:18][cH:19][cH:20][cH:21][cH:22]4)[CH2:30][CH2:29]3)[c:39]2[cH:38]1.[ClH:42]. Starting materials: C=CCC(Cc1ccccc1)(C(=O)OCC)C(=O)OCC, CC(C)[Mg+], CC(C)O[Ti](OC(C)C)(OC(C)C)OC(C)C, [Cl-], Cl. Yields the product CCOC(=O)C(Cc1ccccc1)C(=O)OCC. RXN SMILES: [CH2:1]([CH:2]=[CH2:3])[C:4]([C:5](=[O:6])[O:7][CH2:8][CH3:9])([C:10](=[O:11])[O:12][CH2:13][CH3:14])[CH2:15][c:16]1[cH:17][cH:18][cH:19][cH:20][cH:21]1.[CH:23]([Mg+:24])([CH3:25])[CH3:26].[CH:28]([O:29][Ti:30]([O:31][CH:32]([CH3:33])[CH3:34])([O:35][CH:36]([CH3:37])[CH3:38])[O:39][CH:40]([CH3:41])[CH3:42])([CH3:43])[CH3:44].[Cl-:22].[ClH:27]>>[CH:4]([C:5](=[O:6])[O:7][CH2:8][CH3:9])([C:10](=[O:11])[O:12][CH2:13][CH3:14])[CH2:15][c:16]1[cH:17][cH:18][cH:19][cH:20][cH:21]1. As a reaction SMILES: [B:11]([OH:12])([OH:13])[OH:14].[C:22](=[O:23])([O-:24])[O-:25].[CH3:15][c:16]1[cH:17][cH:18][cH:19][cH:20][cH:21]1.[CH3:47][c:48]1[cH:49][cH:50][cH:51][cH:52][cH:53]1.[CH3:64][CH2:65][O:66][C:67]([CH3:68])=[O:69].[Cl:1][c:2]1[cH:3][c:4]([I:10])[c:5]([NH:8][CH3:9])[cH:6][n:7]1.[Na+:26].[Na+:27].[O-:56][C:57]([CH3:58])=[O:59].[O-:60][C:61]([CH3:62])=[O:63].[OH2:54].[Pd+2:55].[c:28]1([P:29]([c:30]2[cH:31][cH:32][cH:33][cH:34][cH:35]2)[c:36]2[cH:37][cH:38][cH:39][cH:40][cH:41]2)[cH:42][cH:43][cH:44][cH:45][cH:46]1>>[Cl:1][c:2]1[cH:3][c:4](-[c:17]2[c:16]([CH3:15])[cH:21][cH:20][cH:19][cH:18]2)[c:5]([NH:8][CH3:9])[cH:6][n:7]1. Product: CNc1cnc(Cl)cc1-c1ccccc1C. Reactants: OB(O)O, O=C([O-])[O-], Cc1ccccc1, Cc1ccccc1, CCOC(C)=O, CNc1cnc(Cl)cc1I, [Na+], [Na+], CC(=O)[O-], CC(=O)[O-], O, [Pd+2], c1ccc(P(c2ccccc2)c2ccccc2)cc1. Reactants: [Al+3], ClCCl, CC(=O)Cl, CC(C)(Cc1ccccc1)NC(=O)C(F)(F)F, [Cl-], [Cl-], [Cl-], O. The product is CC(=O)c1ccc(CC(C)(C)NC(=O)C(F)(F)F)cc1. Reaction SMILES: [Al+3:23].[CH2:27]([Cl:28])[Cl:29].[CH3:18][C:19]([Cl:20])=[O:21].[CH3:1][C:2]([CH2:3][c:4]1[cH:5][cH:6][cH:7][cH:8][cH:9]1)([CH3:10])[NH:11][C:12]([C:13]([F:14])([F:15])[F:16])=[O:17].[Cl-:22].[Cl-:24].[Cl-:25].[OH2:26]>>[CH3:1][C:2]([CH2:3][c:4]1[cH:5][cH:6][c:7]([C:19]([CH3:18])=[O:21])[cH:8][cH:9]1)([CH3:10])[NH:11][C:12]([C:13]([F:14])([F:15])[F:16])=[O:17].